Task: describe an organic reaction: reactants, conditions, products, and yield. Dataset: the Open Reaction Database (ORD), a public repository of structured organic reaction records The reactants are [OH-].[Na+] (sodium hydroxide), ClC1=CC=C(C=C1)C(C(=O)NC(C(=O)OC)(C(C)C)C)C (methyl 2-[2-(4-chlorophenyl)propanoylamino]-2,3-dimethylbutanoate), Cl (hydrochloric acid). The solvent is CS(=O)C (dimethyl sulfoxide). Yields the product ClC1=CC=C(C=C1)C(C(=O)NC(C(=O)O)(C(C)C)C)C (2-[2-(4-chlorophenyl)propanoylamino]-2,3-dimethylbutanoic acid). Yield: 75.9%. As a reaction SMILES: [Cl:1][C:2]1[CH:7]=[CH:6][C:5]([CH:8]([CH3:21])[C:9]([NH:11][C:12]([CH3:20])([CH:17]([CH3:19])[CH3:18])[C:13]([O:15]C)=[O:14])=[O:10])=[CH:4][CH:3]=1.[OH-].[Na+].Cl>CS(C)=O>[Cl:1][C:2]1[CH:7]=[CH:6][C:5]([CH:8]([CH3:21])[C:9]([NH:11][C:12]([CH3:20])([CH:17]([CH3:18])[CH3:19])[C:13]([OH:15])=[O:14])=[O:10])=[CH:4][CH:3]=1 |f:1.2|. Procedure details: 0.7 g (2.24 mmol) of methyl 2-[2-(4-chlorophenyl)propanoylamino]-2,3-dimethylbutanoate was dissolved in 20 ml of dimethyl sulfoxide. To the solution was dropwise added, at room temperature with stirring, 5 ml (2.87 mmol) of a 23% sodium hydroxide aqueous solution, and a reaction was allowed to take place at room temperature for 1 hour. Part of the reaction mixture was taken by weighing, acidified (pH=2) with diluted hydrochloric acid, and subjected to extraction with ethyl acetate, after which t... Starting materials: O=C1N(C=2N(C(=C1CC1=CC=C(C=C1)C=1C(=CC=CC1)C#N)CCC)N=CN2)[C@@H]2CC[C@H](CC2)OCC(C)=O (4′-({5-oxo-4-[trans-4-(2-oxopropoxy)cyclohexyl]-7-propyl-4,5-dihydro[1,2,4]triazolo[1,5-a]pyrimidin-6-yl}methyl)biphenyl-2-carbonitrile), C[Mg]Br.O1CCCC1 (methylmagnesium bromide tetrahydrofuran). Run in [Cl-].[NH4+] (ammonium chloride), O1CCCC1 (tetrahydrofuran). Run at time 16 hour. Yields the product OC(CO[C@@H]1CC[C@H](CC1)N1C=2N(C(=C(C1=O)CC1=CC=C(C=C1)C=1C(=CC=CC1)C#N)CCC)N=CN2)(C)C (4′-({4-[trans-4-(2-hydroxy-2-methylpropoxy)cyclohexyl]-5-oxo-7-propyl-4,5-dihydro[1,2,4]triazolo[1,5-a]pyrimidin-6-yl}methyl)biphenyl-2-carbonitrile), compound. Yield: 91.0%. Reaction SMILES: [O:1]=[C:2]1[C:7]([CH2:8][C:9]2[CH:14]=[CH:13][C:12]([C:15]3[C:16]([C:21]#[N:22])=[CH:17][CH:18]=[CH:19][CH:20]=3)=[CH:11][CH:10]=2)=[C:6]([CH2:23][CH2:24][CH3:25])[N:5]2[N:26]=[CH:27][N:28]=[C:4]2[N:3]1[C@H:29]1[CH2:34][CH2:33][C@H:32]([O:35][CH2:36][C:37](=[O:39])[CH3:38])[CH2:31][CH2:30]1.[CH3:40][Mg]Br.O1CCCC1>O1CCCC1.[Cl-].[NH4+]>[OH:39][C:37]([CH3:40])([CH3:38])[CH2:36][O:35][C@H:32]1[CH2:31][CH2:30][C@H:29]([N:3]2[C:2](=[O:1])[C:7]([CH2:8][C:9]3[CH:14]=[CH:13][C:12]([C:15]4[C:16]([C:21]#[N:22])=[CH:17][CH:18]=[CH:19][CH:20]=4)=[CH:11][CH:10]=3)=[C:6]([CH2:23][CH2:24][CH3:25])[N:5]3[N:26]=[CH:27][N:28]=[C:4]23)[CH2:34][CH2:33]1 |f:1.2,4.5|. Procedure: To a solution of 4′-({5-oxo-4-[trans-4-(2-oxopropoxy)cyclohexyl]-7-propyl-4,5-dihydro[1,2,4]triazolo[1,5-a]pyrimidin-6-yl}methyl)biphenyl-2-carbonitrile (251 mg) in tetrahydrofuran (3 mL) was added 1 M methylmagnesium bromide-tetrahydrofuran solution (1 mL), and the mixture was stirred at room temperature for 16 hr. The reaction mixture was diluted with saturated aqueous ammonium chloride solution, and the mixture was extracted with ethyl acetate. The extract was washed with saturated brine, and...